From a dataset of the Open Reaction Database (ORD), a public repository of structured organic reaction records. describe an organic reaction: reactants, conditions, products, and yield Reactants: BrC=1C=C(C=CC1)NC(C1=C(C=CC=C1F)F)=O (N-(3-bromophenyl)-2,6-difluorobenzamide), [H-].[Na+] (NaH), C(C)(C)(C)OC(CBr)=O (Tert-butylbromoacetate). Solvent: O (water), C(C)(=O)OCC (Ethyl acetate), CN(C)C=O (DMF), hexanes, CC#N (CH3CN), C(C)(=O)OCC (ethyl acetate). Run at time 30 minute. Product: BrC=1C=C(C=CC1)N(C(C1=C(C=CC=C1F)F)=O)CC(=O)OC(C)(C)C (tert-butyl 2-(N-(3-bromophenyl)-2,6-difluorobenzamido)acetate). Reaction SMILES: [Br:1][C:2]1[CH:3]=[C:4]([NH:8][C:9](=[O:18])[C:10]2[C:15]([F:16])=[CH:14][CH:13]=[CH:12][C:11]=2[F:17])[CH:5]=[CH:6][CH:7]=1.[H-].[Na+].[C:21]([O:25][C:26](=[O:29])[CH2:27]Br)([CH3:24])([CH3:23])[CH3:22]>CN(C=O)C.O.C(OCC)(=O)C.CC#N>[Br:1][C:2]1[CH:3]=[C:4]([N:8]([CH2:27][C:26]([O:25][C:21]([CH3:24])([CH3:23])[CH3:22])=[O:29])[C:9](=[O:18])[C:10]2[C:11]([F:17])=[CH:12][CH:13]=[CH:14][C:15]=2[F:16])[CH:5]=[CH:6][CH:7]=1 |f:1.2|. Procedure: To a solution of N-(3-bromophenyl)-2,6-difluorobenzamide in 200 mL of DMF at room temperature and under nitrogen atmosphere, NaH 60% in oil dispersion (104.7 mmol) is slowly added and the reaction mixture is stirred for 30 minutes. Tert-butylbromoacetate (104.7 mmol) is added and the reaction stirred at room temperature. After 12 hours the reaction is complete by TLC (hexanes:ethyl acetate=8:2) and analytical LCMS (20 to 100% CH3CN). Ethyl acetate and water are added to the reaction mixture and ... The reactants are COC=1C=C(C=CC1)C=1N=NC=C(C1C=1OC=C(N1)C(=O)OC)C1=CC=CC=C1 (methyl 2-(3-(3-methoxyphenyl)-5-phenylpyridazin-4-yl)oxazole-4-carboxylate), C[Mg+].[Br-] (MeMgBr). Solvent: C1CCOC1 (THF). Conditions: time 1 hour. The product is C1(=CC=CC=C1)C=1N=NC=C(C1C=1OC=C(N1)C(C)=O)C1=CC=CC=C1 (1-(2-(3,5-diphenylpyridazin-4-yl)oxazol-4-yl)ethanone). The yield is 41.8%. Reaction SMILES: CO[C:3]1[CH:4]=[C:5]([C:9]2[N:10]=[N:11][CH:12]=[C:13]([C:24]3[CH:29]=[CH:28][CH:27]=[CH:26][CH:25]=3)[C:14]=2[C:15]2[O:16][CH:17]=[C:18]([C:20]([O:22]C)=O)[N:19]=2)[CH:6]=[CH:7][CH:8]=1.[CH3:30][Mg+].[Br-]>C1COCC1>[C:5]1([C:9]2[N:10]=[N:11][CH:12]=[C:13]([C:24]3[CH:29]=[CH:28][CH:27]=[CH:26][CH:25]=3)[C:14]=2[C:15]2[O:16][CH:17]=[C:18]([C:20](=[O:22])[CH3:30])[N:19]=2)[CH:6]=[CH:7][CH:8]=[CH:3][CH:4]=1 |f:1.2|. Procedure: To a solution of compound 26 (50 mg, 0.14 mmol) in THF (4 mL), MeMgBr (0.7 mL, 0.70 mmol) was added at −40° C. and the reaction mixture was warmed to rt and stirred for 1 h. The reaction mixture was quenched by addition of saturated ammonium chloride solution, extracted with ethyl acetate (25 mL), washed with brine (1×10 mL) and dried over Na2SO4. Evaporation of the solvent under reduced pressure gave the crude product which was purified by column chromatography (100-200 mesh silica gel, 20% EtO...